describe an organic reaction: reactants, conditions, products, and yield From a dataset of the Open Reaction Database (ORD), a public repository of structured organic reaction records. Reactants: NC=1C=C(C=CC1OC)C1=CC=CC=C1 (3-amino-4-methoxy-biphenyl), S1C(=NC2=C1C=CC=C2)NC(C(=O)O)=O (N-(Benzothiazol-2-yl)oxamic acid). The product is NC=1SC2=C(N1)C(=CC=C2C2=CC=CC=C2)OC (2-Amino-4-methoxy-7-phenyl-benzothiazole). As a reaction SMILES: [NH2:1][C:2]1[CH:3]=[C:4]([C:10]2[CH:15]=[CH:14][CH:13]=[CH:12][CH:11]=2)[CH:5]=[CH:6][C:7]=1[O:8][CH3:9].[S:16]1C2C=CC=CC=2[N:18]=[C:17]1NC(=O)C(O)=O>>[NH2:18][C:17]1[S:16][C:3]2[C:4]([C:10]3[CH:11]=[CH:12][CH:13]=[CH:14][CH:15]=3)=[CH:5][CH:6]=[C:7]([O:8][CH3:9])[C:2]=2[N:1]=1. Procedure: The title compound was prepared from 3-amino-4-methoxy-biphenyl, according to the patent literature N-(Benzothiazol-2-yl)oxamic acid derivatives. W. Winter, M. Thiel, A. Roesch and O. H. Wilhelms, German Patent, DE 2656468, 1978. and is obtained as a white solid, MS: m/e=256 (M+), mp. 207-208° C. Starting materials: C(C)(=O)[O-].[K+] (potassium acetate), S1C=CC=C1 (thiophene), Cl.C1NCCC2=C1SC1=C2C=CC=C1 (1,2,3,4-tetrahydro-[1]benzothieno[2,3-c]pyridine hydrochloride), O(C1=CC=CC=C1)C1=C(C=O)C=CC=C1 (phenoxybenzaldehyde). Reagents/catalysts: [Pd] (Pd/C). Run in CO (methanol). Product: O(C1=CC=CC=C1)C1=CC=C(C=C1)CN1CC2=C(CC1)C1=C(S2)C=CC=C1 (1,2,3,4-tetrahydro-2-[(4-phenoxy-phenyl)methyl]benzothieno[2,3-c]pyridine). Isolated yield 72.7%. Reaction SMILES: Cl.[CH2:2]1[C:7]2[S:8][C:9]3[CH:14]=[CH:13][CH:12]=[CH:11][C:10]=3[C:6]=2[CH2:5][CH2:4][NH:3]1.[O:15]([C:22]1[CH:29]=[CH:28][CH:27]=[CH:26][C:23]=1C=O)[C:16]1[CH:21]=[CH:20][CH:19]=[CH:18][CH:17]=1.[C:30]([O-])(=O)C.[K+].S1C=CC=C1>CO.[Pd]>[O:15]([C:16]1[CH:17]=[CH:18][C:19]([CH2:30][N:3]2[CH2:4][CH2:5][C:6]3[C:10]4[CH:11]=[CH:12][CH:13]=[CH:14][C:9]=4[S:8][C:7]=3[CH2:2]2)=[CH:20][CH:21]=1)[C:22]1[CH:23]=[CH:26][CH:27]=[CH:28][CH:29]=1 |f:0.1,3.4|. Procedure: A mixture of 1,2,3,4-tetrahydro-[1]benzothieno[2,3-c]pyridine hydrochloride (1:1) (0.01 mol) and phenoxybenzaldehyde (0.01 mol) in methanol (150 ml) was hydrogenated at 50° C. with Pd/C 10% (1 g) as a catalyst in the presence of potassium acetate (2 g) and thiophene 4% (1 ml). After uptake of H2 (1 equiv), the catalyst was filtered off and the filtrate was evaporated. The residue was crystallized from CH3CN, filtered off and dried. This fraction (3 g) was stirred in water with a little NH4OH, an... Reaction conditions: temperature 70 celsius, time 2 hour. The product is C(C)SC1=C(C=CC=C1)C1=NC2=CC=C(C=C2N=C1C)C(F)(F)F (2-(2-ethylsulfanylphenyl)-3-methyl-6-trifluoromethylquinoxaline). Run in O (water), C(C)(=O)OCC (Ethyl acetate). The reagents and catalysts are C=1C=CC(=CC1)/C=C/C(=O)/C=C/C2=CC=CC=C2.C=1C=CC(=CC1)/C=C/C(=O)/C=C/C2=CC=CC=C2.C=1C=CC(=CC1)/C=C/C(=O)/C=C/C2=CC=CC=C2.[Pd].[Pd] (tris(dibenzylideneacetone)dipalladium(0)). Isolated yield 37.2%. RXN SMILES: [CH2:1]([S:3][C:4]1[CH:9]=[CH:8][CH:7]=[CH:6][C:5]=1B1OC(C)(C)C(C)(C)O1)[CH3:2].Cl[C:20]1[C:29]([CH3:30])=[N:28][C:27]2[C:22](=[CH:23][CH:24]=[C:25]([C:31]([F:34])([F:33])[F:32])[CH:26]=2)[N:21]=1.P([O-])([O-])([O-])=O.[K+].[K+].[K+].O1CCOCC1>C1C=CC(/C=C/C(/C=C/C2C=CC=CC=2)=O)=CC=1.C1C=CC(/C=C/C(/C=C/C2C=CC=CC=2)=O)=CC=1.C1C=CC(/C=C/C(/C=C/C2C=CC=CC=2)=O)=CC=1.[Pd].[Pd].O.C(OCC)(=O)C>[CH2:1]([S:3][C:4]1[CH:9]=[CH:8][CH:7]=[CH:6][C:5]=1[C:20]1[C:29]([CH3:30])=[N:28][C:27]2[C:22](=[CH:23][CH:24]=[C:25]([C:31]([F:32])([F:33])[F:34])[CH:26]=2)[N:21]=1)[CH3:2] |f:2.3.4.5,7.8.9.10.11|. Procedure: A mixture of 0.52 g of 2-ethylsulfanylphenylboronic acid pinacol ester, 0.40 g of 2-chloro-3-methyl-6-trifluoromethylquinoxaline, 0.02 g tris(dibenzylideneacetone)dipalladium(0), 0.05 g of 2-dicyclohexylphosphino-2′,6′-dimethoxyphenyl, 0.84 g of tripotassium phosphate and 6 ml of 1,4-dioxane was stirred at 70° C. for 2 hours. 0.30 g of tripotassium phosphate was added to the cooled reaction mixture, and the mixture was stirred under heat-reflux for 3 hours. Ethyl acetate and water were added to ... The reactants are C(C)SC1=C(C=CC=C1)B1OC(C)(C)C(C)(C)O1 (2-ethylsulfanylphenylboronic acid pinacol ester), ClC1=NC2=CC=C(C=C2N=C1C)C(F)(F)F (2-chloro-3-methyl-6-trifluoromethylquinoxaline), P(=O)([O-])([O-])[O-].[K+].[K+].[K+] (tripotassium phosphate), O1CCOCC1 (1,4-dioxane), P(=O)([O-])([O-])[O-].[K+].[K+].[K+] (tripotassium phosphate). The reactants are CC(NC(=O)OCC1c2ccccc2-c2ccccc21)C(=O)O, ClC(Cl)Cl, Nc1ccc([N+](=O)[O-])cc1C(=O)c1ccccc1, [Na+], O=C([O-])O, O=S(Cl)Cl. Yields the product CC(NC(=O)OCC1c2ccccc2-c2ccccc21)C(=O)Nc1ccc([N+](=O)[O-])cc1C(=O)c1ccccc1. As a reaction SMILES: [C:1](=[O:2])([O:3][CH2:4][CH:5]1[c:6]2[cH:7][cH:8][cH:9][cH:10][c:11]2-[c:12]2[cH:13][cH:14][cH:15][cH:16][c:17]21)[NH:18][CH:19]([CH3:20])[C:21](=[O:22])[OH:23].[Cl:51][CH:52]([Cl:53])[Cl:54].[NH2:28][c:29]1[c:30]([C:31](=[O:32])[c:33]2[cH:34][cH:35][cH:36][cH:37][cH:38]2)[cH:39][c:40]([N+:43](=[O:44])[O-:45])[cH:41][cH:42]1.[Na+:50].[O-:46][C:47]([OH:48])=[O:49].[S:24]([Cl:25])([Cl:26])=[O:27]>>[C:1](=[O:2])([O:3][CH2:4][CH:5]1[c:6]2[cH:7][cH:8][cH:9][cH:10][c:11]2-[c:12]2[cH:13][cH:14][cH:15][cH:16][c:17]21)[NH:18][CH:19]([CH3:20])[C:21](=[O:22])[NH:28][c:29]1[c:30]([C:31](=[O:32])[c:33]2[cH:34][cH:35][cH:36][cH:37][cH:38]2)[cH:39][c:40]([N+:43](=[O:44])[O-:45])[cH:41][cH:42]1. Starting materials: C(C)(=O)SCC(C(=O)Cl)CC(C)C (2-Acetylthiomethyl-4-methylpentanoyl chloride), N[C@@H](CC(C)C)C(=O)OCC ((L)-leucine, ethyl ester), C(C)(C)N(CC)C(C)C (diisopropylethylamine). Run in C(Cl)Cl (methylene chloride). The product is C(C)(=O)SCC(C(=O)N[C@@H](CC(C)C)C(=O)OCC)CC(C)C ((±)-N-[2-(acetylthiomethyl)-4-methyl-1-oxopentyl]-L-leucine, ethyl ester). As a reaction SMILES: [C:1]([S:4][CH2:5][CH:6]([CH2:10][CH:11]([CH3:13])[CH3:12])[C:7](Cl)=[O:8])(=[O:3])[CH3:2].[NH2:14][C@H:15]([C:20]([O:22][CH2:23][CH3:24])=[O:21])[CH2:16][CH:17]([CH3:19])[CH3:18].C(N(C(C)C)CC)(C)C>C(Cl)Cl>[C:1]([S:4][CH2:5][CH:6]([CH2:10][CH:11]([CH3:13])[CH3:12])[C:7]([NH:14][C@H:15]([C:20]([O:22][CH2:23][CH3:24])=[O:21])[CH2:16][CH:17]([CH3:19])[CH3:18])=[O:8])(=[O:3])[CH3:2]. Procedure details: 2-Acetylthiomethyl-4-methylpentanoyl chloride and (L)-leucine, ethyl ester are reacted in methylene chloride in the presence of diisopropylethylamine at a temperature below 0° according to the procedure of Example 26 to yield (±)-N-[2-(acetylthiomethyl)-4-methyl-1-oxopentyl]-L-leucine, ethyl ester. Starting materials: OC1=CC(=NC2=CC=C(C=C12)NC(C)=O)C (N-(4-Hydroxy-2-methylquinolin-6-yl)acetamide), Cl (hydrochloric acid). Run in CO (methanol). The product is NC=1C=C2C(=CC=NC2=CC1)Cl (6-Amino-4-chloroquinoline). As a reaction SMILES: O[C:2]1[C:11]2[C:6](=[CH:7][CH:8]=[C:9]([NH:12]C(=O)C)[CH:10]=2)[N:5]=[C:4](C)[CH:3]=1.[ClH:17]>CO>[NH2:12][C:9]1[CH:10]=[C:11]2[C:6](=[CH:7][CH:8]=1)[N:5]=[CH:4][CH:3]=[C:2]2[Cl:17]. Procedure details: N-(4-Hydroxy-2-methylquinolin-6-yl)acetamide (0.05 g; see step (i) above), methanol (2 mL) and 5 N hydrochloric acid (6 mL) was refluxed for 90 minutes. The reaction mixture was evaporated and the residue dissolved in ethyl acetate and sodium carbonate solution. The organic phase was washed with water, dried (Na2SO4), filtered and concentrated to give the sub-title compound as a pale yellow solid. Starting materials: BrC=1C(=C(C=CC1)NNC(C(C)C)=O)C (N′-(3-bromo-2-methylphenyl)isobutyrohydrazide), CaH, resultant mixture, Cl (HCl), O (water), [OH-].[Na+] (NaOH). Run in C1CCCC2=CC=CC=C12 (1,2,3,4-tetrahydronaphthalene), CCOC(=O)C (EtOAc), CO (MeOH). Run at temperature 200 celsius, time 17 hour. Yields the product BrC1=CC=C2C(C(NC2=C1C)=O)(C)C (6-bromo-3,3,7-trimethylindolin-2-one). RXN SMILES: [Br:1][C:2]1[C:3]([CH3:15])=[C:4]([NH:8]NC(=O)C(C)C)[CH:5]=[CH:6][CH:7]=1.[OH2:16].Cl.[OH-].[Na+]>C1C2C(=CC=CC=2)CCC1.CCOC(C)=O.CO>[Br:1][C:2]1[C:3]([CH3:15])=[C:4]2[C:5]([C:3]([CH3:15])([CH3:4])[C:2](=[O:16])[NH:8]2)=[CH:6][CH:7]=1 |f:3.4|. Procedure: A mixture of N′-(3-bromo-2-methylphenyl)isobutyrohydrazide (1.14 g, 4.23 mmol) and CaH (0.356 g, 8.46 mmol) in 1,2,3,4-tetrahydronaphthalene (10 mL) was heated to 200° C., and stirred at 200° C. for 17 h. The mixture was cooled to 0° C. and to the mixture was added water (1.63 mL) and MeOH (1.63 mL) slowly. At 0° C. the PH of the mixture was adjusted to PH1 by adding conc. HCl. The mixture then was heated to reflux for 1 h. The reaction mixture was cooled to rt, and NaOH (3N) was added to the mi...